Task: describe an organic reaction: reactants, conditions, products, and yield. Dataset: the Open Reaction Database (ORD), a public repository of structured organic reaction records The reactants are OCC=1C=CC2=C(OCC3=C(C2C(C(=O)OCC)C(=O)OCC)C=CC=C3)C1 (Diethyl (3-hydroxymethyl-6,11-dihydrodibenz[b,e]oxepin-11-yl)malonate), CC1=CC(=C2C(=N1)NC(=N2)CC)C (5,7-dimethyl-2-ethyl-3H-imidazo[4,5-b]pyridine). Yields the product CC1=CC(=C2C(=N1)N(C(=N2)CC)CC=2C=CC1=C(OCC3=C(C1C(C(=O)OCC)C(=O)OCC)C=CC=C3)C2)C (Diethyl [3-(5,7-dimethyl-2-ethyl-3H-imidazo [4,5-b]pyridin-3-yl)methyl-6,11-dihydrodibenz[b,e]oxepin-11-yl]malonate). Yield: 31.0%. Reaction SMILES: O[CH2:2][C:3]1[CH:4]=[CH:5][C:6]2[CH:12]([CH:13]([C:19]([O:21][CH2:22][CH3:23])=[O:20])[C:14]([O:16][CH2:17][CH3:18])=[O:15])[C:11]3[CH:24]=[CH:25][CH:26]=[CH:27][C:10]=3[CH2:9][O:8][C:7]=2[CH:28]=1.[CH3:29][C:30]1[N:35]=[C:34]2[NH:36][C:37]([CH2:39][CH3:40])=[N:38][C:33]2=[C:32]([CH3:41])[CH:31]=1>>[CH3:29][C:30]1[N:35]=[C:34]2[N:36]([CH2:2][C:3]3[CH:4]=[CH:5][C:6]4[CH:12]([CH:13]([C:14]([O:16][CH2:17][CH3:18])=[O:15])[C:19]([O:21][CH2:22][CH3:23])=[O:20])[C:11]5[CH:24]=[CH:25][CH:26]=[CH:27][C:10]=5[CH2:9][O:8][C:7]=4[CH:28]=3)[C:37]([CH2:39][CH3:40])=[N:38][C:33]2=[C:32]([CH3:41])[CH:31]=1. Procedure details: The same procedures as in Steps C and D of Example 1 were repeated using 367 mg of Compound 23-a and mg of 5,7-dimethyl-2-ethyl-3H-imidazo[4,5-b]pyridine to give 150 mg (31%) of the product as an oily substance. The reactants are CON=CC1=CC(=C(C=C1)[N+](=O)[O-])O[Si](C(C)C)(C(C)C)C(C)C (4-nitro-3-[(triisopropylsilyl)oxy]benzaldehyde O-methyloxime), C(=O)=O (carbon dioxide), [H][H] (hydrogen), C(C)(=O)O (acetic acid). Solvent: C(C)O (ethanol), O1CCCC1 (tetrahydrofuran). Yields the product NCC1=CC(=C(C=C1)N)O[Si](C(C)C)(C(C)C)C(C)C ({4-(aminomethyl)-2-[(triisopropylsilyl)oxy]phenyl}amine). Reagents/catalysts: [Pd] (palladium on carbon). Procedure: A solution of 4-nitro-3-[(triisopropylsilyl)oxy]benzaldehyde O-methyloxime (3.1 g, 9.8 mmol) in ethanol (100 mL) and tetrahydrofuran (80 mL) is degassed with solid carbon dioxide, then charged with 10% palladium on carbon (200 mg) and glacial acetic acid (1.3 mL). The mixture is shaked under 45 psi hydrogen gas for 36 hours. The mixture is then filtered through a pad of diatomaceous earth, and the filtrate is concentrated under reduced pressure to give {4-(aminomethyl)-2-[(triisopropylsilyl)oxy]... RXN SMILES: CO[N:3]=[CH:4][C:5]1[CH:10]=[CH:9][C:8]([N+:11]([O-])=O)=[C:7]([O:14][Si:15]([CH:22]([CH3:24])[CH3:23])([CH:19]([CH3:21])[CH3:20])[CH:16]([CH3:18])[CH3:17])[CH:6]=1.C(=O)=O.C(O)(=O)C.[H][H]>C(O)C.O1CCCC1.[Pd]>[NH2:3][CH2:4][C:5]1[CH:10]=[CH:9][C:8]([NH2:11])=[C:7]([O:14][Si:15]([CH:19]([CH3:21])[CH3:20])([CH:22]([CH3:24])[CH3:23])[CH:16]([CH3:17])[CH3:18])[CH:6]=1. The reactants are C([O-])([O-])=O.[K+].[K+] (Potassium carbonate), Cl (hydrochloric acid), Cl (hydrochloric acid), OC1=C(C(=CC(=C1)C)O)C(C)=O (2',6'-dihydroxy-4'-methylacetophenone), C(C)(=O)O[C@H]1[C@H](O[C@@H]([C@H]([C@@H]1OC(C)=O)OC(C)=O)COC(C)=O)Br (2,3,4,6-tetra-O-acetyl-α-D-glucopyranosyl bromide). Reagents/catalysts: [Cl-].C(CCC)[N+](CC1=CC=CC=C1)(CCCC)CCCC (tributylbenzylammonium chloride). Solvent: O (water), O (water), O (water), C(Cl)(Cl)Cl (chloroform). Reaction conditions: time 27 hour. Product: C(C)(=O)O[C@H]1[C@@H](O[C@@H]([C@H]([C@@H]1OC(C)=O)OC(C)=O)COC(C)=O)OC1=C(C(=CC(=C1)C)O)C(C)=O (2'-(2,3,4,6-tetra-O-acetyl-β-D-glucopyranosyloxy)-6'-hydroxy-4'-methylacetophenone). Yield: 80.2%. As a reaction SMILES: C(=O)([O-])[O-].[K+].[K+].[OH:7][C:8]1[CH:13]=[C:12]([CH3:14])[CH:11]=[C:10]([OH:15])[C:9]=1[C:16](=[O:18])[CH3:17].[C:19]([O:22][C@@H:23]1[C@@H:28]([O:29][C:30](=[O:32])[CH3:31])[C@H:27]([O:33][C:34](=[O:36])[CH3:35])[C@@H:26]([CH2:37][O:38][C:39](=[O:41])[CH3:40])[O:25][C@@H:24]1Br)(=[O:21])[CH3:20].Cl>C(Cl)(Cl)Cl.[Cl-].C([N+](CCCC)(CCCC)CC1C=CC=CC=1)CCC.O>[C:19]([O:22][C@@H:23]1[C@@H:28]([O:29][C:30](=[O:32])[CH3:31])[C@H:27]([O:33][C:34](=[O:36])[CH3:35])[C@@H:26]([CH2:37][O:38][C:39](=[O:41])[CH3:40])[O:25][C@H:24]1[O:7][C:8]1[CH:13]=[C:12]([CH3:14])[CH:11]=[C:10]([OH:15])[C:9]=1[C:16](=[O:18])[CH3:17])(=[O:21])[CH3:20] |f:0.1.2,7.8|. Reported procedure: Potassium carbonate (414 g) is suspended in chloroform (1.3 l), and thereto is added dropwise water (29 ml) gradually. To the mixture are added tributylbenzylammonium chloride (37 g), 2',6'-dihydroxy-4'-methylacetophenone (100 g), and 2,3,4,6-tetra-O-acetyl-α-D-glucopyranosyl bromide (419 g), and the mixture is stirred at room temperature for 27 hours. To the mixture is added water (21 ml), and the mixture is stirred for further 2.5 hours. The mixture is neutralized with 18% hydrochloric acid (a...